From a dataset of the Open Reaction Database (ORD), a public repository of structured organic reaction records. describe an organic reaction: reactants, conditions, products, and yield Starting materials: ClC=1C=C(C=C(C1)Cl)NC(C(C(=O)OCC)(SC)C)=O (Ethyl 3-[(3,5-dichlorophenyl)amino]-2-methyl-2-methylthio-3-oxopropanoate), XCIII, Compound 261, Cl[O-].[Na+] (sodium hypochlorite). Solvent: O.C(Cl)Cl (water methylene chloride). Yields the product ClC=1C=C(C=C(C1)Cl)NC(C(C(=O)OCC)(S(=O)C)C)=O (ethyl 3-[(3,5-dichlorophenyl)amino]-2-methyl-2-methylsulfinyl-3-oxopropanoate). As a reaction SMILES: [Cl:1][C:2]1[CH:3]=[C:4]([NH:9][C:10](=[O:20])[C:11]([CH3:19])([S:17][CH3:18])[C:12]([O:14][CH2:15][CH3:16])=[O:13])[CH:5]=[C:6]([Cl:8])[CH:7]=1.Cl[O-:22].[Na+]>O.C(Cl)Cl>[Cl:1][C:2]1[CH:3]=[C:4]([NH:9][C:10](=[O:20])[C:11]([CH3:19])([S:17]([CH3:18])=[O:22])[C:12]([O:14][CH2:15][CH3:16])=[O:13])[CH:5]=[C:6]([Cl:8])[CH:7]=1 |f:1.2,3.4|. Procedure: Ethyl 3-[(3,5-dichlorophenyl)amino]-2-methyl-2-methylthio-3-oxopropanoate, prepared in Example XC (Compound 261), was reacted with aqueous sodium hypochlorite in a water-methylene chloride mixture in a manner similar to that described in Example XCIII to give ethyl 3-[(3,5-dichlorophenyl)amino]-2-methyl-2-methylsulfinyl-3-oxopropanoate having a melting point of 124° C.-127° C. Reactants: Cl[Sn](Cl)(Cl)Cl (SnCl4), COC=1C=C(C=CC1)S (3-methoxy-benzenethiol), C(C)OC(C(C(=O)OCC)C(=O)OCC)=O (2-ethoxycarbonyl-malonic acid diethyl ester). Solvent: CCOC(=O)C.C(Cl)Cl (EtOAc CH2Cl2). Reaction conditions: temperature 210 celsius. Yields the product C(C)OC(=O)C=1C(SC2=CC(=CC=C2C1O)OC)=O (4-hydroxy-7-methoxy-2-oxo-2H-thiochromene-3-carboxylic acid ethyl ester). The yield is 5.5%. RXN SMILES: Cl[Sn](Cl)(Cl)Cl.[CH3:6][O:7][C:8]1[CH:9]=[C:10]([SH:14])[CH:11]=[CH:12][CH:13]=1.[CH2:15]([O:17][C:18](=[O:30])[CH:19]([C:25](OCC)=[O:26])[C:20](OCC)=[O:21])[CH3:16]>CCOC(C)=O.C(Cl)Cl>[CH2:15]([O:17][C:18]([C:19]1[C:20](=[O:21])[S:14][C:10]2[C:11]([C:25]=1[OH:26])=[CH:12][CH:13]=[C:8]([O:7][CH3:6])[CH:9]=2)=[O:30])[CH3:16] |f:3.4|. Procedure details: SnCl4 was added to a neat mixture of 3-methoxy-benzenethiol (0.91 g, 6.5 mmol) and 2-ethoxycarbonyl-malonic acid diethyl ester (2.27 g, 9.77 mmol) in a 20-mL open vial. The reaction mixture was heated in a 210° C. oil bath for 2.5 h. After cooling, the reaction mixture was subjected to silica gel chromatography (3%-50% EtOAc/CH2Cl2) to provide 4-hydroxy-7-methoxy-2-oxo-2H-thiochromene-3-carboxylic acid ethyl ester (100 mg). MS ESI(+) m/e: 281.10 (M+1). Reactants: ClC=1N=C(SC1C=O)N1CCOCC1 (4-Chloro-2-morpholin-4-yl-thiazole-5-carbaldehyde), NC1=NC=C(C(=C1N)N[C@H]1[C@H]([C@@H]2C=C[C@H]1C2)C(=O)N)Cl ((1S,2S,3R,4R)-3-(2,3-Diamino-5-chloro-pyridin-4-ylamino)-bicyclo[2.2.1]hept-5-ene-2-carboxylic acid amide), C(C)(=O)[O-].[NH4+] (Ammonium acetate). Yields the product ClC=1C(=C2C(=NC1)NC(=N2)C2=C(N=C(S2)N2CCOCC2)Cl)N[C@H]2[C@H]([C@@H]1C=C[C@H]2C1)C(=O)N ((1S,2S,3R,4R)-3-[6-Chloro-2-(4-chloro-2-morpholin-4-yl-thiazol-5-yl)-3H-imidazo[4,5-b]pyridin-7-ylamino]-bicyclo[2.2.1]hept-5-ene-2-carboxylic acid amide). Yield: 10.5%. Reaction SMILES: [Cl:1][C:2]1[N:3]=[C:4]([N:9]2[CH2:14][CH2:13][O:12][CH2:11][CH2:10]2)[S:5][C:6]=1[CH:7]=O.[NH2:15][C:16]1[C:21]([NH2:22])=[C:20]([NH:23][C@@H:24]2[C@@H:29]3[CH2:30][C@@H:26]([CH:27]=[CH:28]3)[C@@H:25]2[C:31]([NH2:33])=[O:32])[C:19]([Cl:34])=[CH:18][N:17]=1.C([O-])(=O)C.[NH4+]>>[Cl:34][C:19]1[C:20]([NH:23][C@@H:24]2[C@@H:29]3[CH2:30][C@@H:26]([CH:27]=[CH:28]3)[C@@H:25]2[C:31]([NH2:33])=[O:32])=[C:21]2[N:22]=[C:7]([C:6]3[S:5][C:4]([N:9]4[CH2:14][CH2:13][O:12][CH2:11][CH2:10]4)=[N:3][C:2]=3[Cl:1])[NH:15][C:16]2=[N:17][CH:18]=1 |f:2.3|. Reported procedure: In a similar fashion to Compound LXXXVII, 4-Chloro-2-morpholin-4-yl-thiazole-5-carbaldehyde (65 mg, 0.28 mmol), (1S,2S,3R,4R)-3-(2,3-Diamino-5-chloro-pyridin-4-ylamino)-bicyclo[2.2.1]hept-5-ene-2-carboxylic acid amide (75 mg, 0.26 mmol), and Ammonium acetate (98 mg, 1.3 mmol) were reacted to produce 13.87 mg (11%) of the title compound. (300 MHz, DMSO-d6) 12.79 (s, 1H), 7.95 (s, 1H), 7.77 (s, 2H), 7.25 (s, 2H), 6.40-6.30 (m, 2H), 4.98 (t, J=17 Hz, 8.5 Hz, 1H), 3.72 (m, 4H), 3.27 (m, 4H), 3.48 (m... The reactants are N#Cc1ccc(Br)cc1, O=C([O-])[O-], Cc1ccccc1, CCOCC, Nc1ccccc1Cl, [Cs+], [Cs+], CC(=O)[O-], CC(=O)[O-], [Pd+2]. The product is N#Cc1ccc(Nc2ccccc2Cl)cc1. Reaction SMILES: [Br:1][c:2]1[cH:3][cH:4][c:5]([C:6]#[N:7])[cH:8][cH:9]1.[C:18](=[O:19])([O-:20])[O-:21].[CH3:24][c:25]1[cH:26][cH:27][cH:28][cH:29][cH:30]1.[CH3:31][CH2:32][O:33][CH2:34][CH3:35].[Cl:10][c:11]1[c:12]([NH2:13])[cH:14][cH:15][cH:16][cH:17]1.[Cs+:22].[Cs+:23].[O-:37][C:38]([CH3:39])=[O:40].[O-:41][C:42]([CH3:43])=[O:44].[Pd+2:36]>>[c:2]1([NH:13][c:12]2[c:11]([Cl:10])[cH:17][cH:16][cH:15][cH:14]2)[cH:3][cH:4][c:5]([C:6]#[N:7])[cH:8][cH:9]1. The reactants are C(C)N(CCOC1=CC=C(C=C1)C(CCC)N)CC (1-(4-(2-(Diethylamino)ethoxy)phenyl)butan-1-amine), C(CCC)(=O)C1=CC=C(OCCOCCOCCN(C(=O)OC(C)(C)C)C(=O)OC(C)(C)C)C=C1 ((2-(2-(2-(4-Butyrylphenoxy)ethoxy)ethoxy)ethyl)imidodicarbonic acid, 1,3-bis-tert-butyl ester). The product is NC(CCC)C1=CC=C(OCCOCCOCCN(C(=O)OC(C)(C)C)C(=O)OC(C)(C)C)C=C1 ((2-(2-(2-(4-(1-Aminobutyl)phenoxy)ethoxy)ethoxy)ethyl)imidodicarbonic acid, 1,3-bis-tert-butyl ester). RXN SMILES: C(N(CC)[CH2:4][CH2:5][O:6][C:7]1[CH:12]=[CH:11][C:10]([CH:13]([NH2:17])[CH2:14][CH2:15][CH3:16])=[CH:9][CH:8]=1)C.C(C1C=CC(OCC[O:32][CH2:33][CH2:34][O:35][CH2:36][CH2:37][N:38]([C:46]([O:48][C:49]([CH3:52])([CH3:51])[CH3:50])=[O:47])[C:39]([O:41][C:42]([CH3:45])([CH3:44])[CH3:43])=[O:40])=CC=1)(=O)CCC>>[NH2:17][CH:13]([C:10]1[CH:9]=[CH:8][C:7]([O:6][CH2:5][CH2:4][O:32][CH2:33][CH2:34][O:35][CH2:36][CH2:37][N:38]([C:46]([O:48][C:49]([CH3:52])([CH3:51])[CH3:50])=[O:47])[C:39]([O:41][C:42]([CH3:43])([CH3:44])[CH3:45])=[O:40])=[CH:12][CH:11]=1)[CH2:14][CH2:15][CH3:16]. Procedure details: The title compound was prepared by using a similar procedure as described for the preparation of 25 except that (2-(2-(2-(4-butyrylphenoxy)ethoxy)ethoxy)ethyl)imidodicarbonic acid, 1,3-bis-tert-butyl ester (44) was used instead of 1-(4-(2-(diethylamino)ethoxy)phenyl)butan-1-one (21). This produced the crude product which was purified by flash silica gel column chromatography, eluting with ethyl acetate, to give 45 (730 mg, 73%) as a clear oil: MS (ES+) m/z 497.3 (M+H)+. Starting materials: C(=O)([O-])[O-].[Cs+].[Cs+] (Cs2CO3), BrC=1C=CC(=NC1)C#N (5-Bromo-pyridine-2-carbonitrile), C(C)(C)(C)OC(=O)N1C(O[C@@H]([C@H]1CF)C1=CC=C(C=C1)B1OC(C(O1)(C)C)(C)C)(C)C ((4S,5R)-4-Fluoromethyl-2,2-dimethyl-5-[4-(4,4,5,5-tetramethyl-[1,3,2]dioxaborolan-2-yl)-phenyl]-oxazolidine-3-carboxylic acid tert-butyl ester). Reagents/catalysts: C=1C=CC(=CC1)[P](C=2C=CC=CC2)(C=3C=CC=CC3)[Pd]([P](C=4C=CC=CC4)(C=5C=CC=CC5)C=6C=CC=CC6)([P](C=7C=CC=CC7)(C=8C=CC=CC8)C=9C=CC=CC9)[P](C=1C=CC=CC1)(C=1C=CC=CC1)C=1C=CC=CC1 (Pd(PPh3)4). Run in O (water), C(C)(=O)OCC (ethyl acetate), C(OC)COC.O (dimethoxyethane water). Reaction conditions: temperature 90 celsius. Product: C(C)(C)(C)OC(=O)N1C(O[C@@H]([C@H]1CF)C1=CC=C(C=C1)C=1C=NC(=CC1)C#N)(C)C ((4S,5R)-5-[4-(6-Cyano-pyridin-3-yl) -phenyl]-4-fluoromethyl-2,2-dimethyl-oxazolidine-3-carboxylic acid tert-butyl ester). Yield: 42.4%. Reaction SMILES: [C:1]([O:5][C:6]([N:8]1[C@H:12]([CH2:13][F:14])[C@@H:11]([C:15]2[CH:20]=[CH:19][C:18](B3OC(C)(C)C(C)(C)O3)=[CH:17][CH:16]=2)[O:10][C:9]1([CH3:31])[CH3:30])=[O:7])([CH3:4])([CH3:3])[CH3:2].C([O-])([O-])=O.[Cs+].[Cs+].Br[C:39]1[CH:40]=[CH:41][C:42]([C:45]#[N:46])=[N:43][CH:44]=1>C(COC)OC.O.O.C(OCC)(=O)C.C1C=CC([P]([Pd]([P](C2C=CC=CC=2)(C2C=CC=CC=2)C2C=CC=CC=2)([P](C2C=CC=CC=2)(C2C=CC=CC=2)C2C=CC=CC=2)[P](C2C=CC=CC=2)(C2C=CC=CC=2)C2C=CC=CC=2)(C2C=CC=CC=2)C2C=CC=CC=2)=CC=1>[C:1]([O:5][C:6]([N:8]1[C@H:12]([CH2:13][F:14])[C@@H:11]([C:15]2[CH:16]=[CH:17][C:18]([C:39]3[CH:44]=[N:43][C:42]([C:45]#[N:46])=[CH:41][CH:40]=3)=[CH:19][CH:20]=2)[O:10][C:9]1([CH3:30])[CH3:31])=[O:7])([CH3:3])([CH3:4])[CH3:2] |f:1.2.3,5.6,^1:64,66,85,104|. Reported procedure: To stirred solution of (4S,5R)-4-Fluoromethyl-2,2-dimethyl-5-[4-(4,4,5,5-tetramethyl-[1,3,2]dioxaborolan-2-yl)-phenyl]-oxazolidine-3-carboxylic acid tert-butyl ester (0.75 g, 1.72 mmol) in dimethoxyethane:water (8:2, 10 mL) is added Cs2CO3 (1.12 g, 3.44 mmol) and 5-Bromo-pyridine-2-carbonitrile (0.347 g, 1.89 mmol). Reaction mixture is degassed with nitrogen for 30 minutes, followed by addition of Pd(PPh3)4 (0.199 g, 0.172 mmol). The resulting reaction mixture heated to 90° C. for 3 hours. Dilut...